This data is from the Open Reaction Database (ORD), a public repository of structured organic reaction records. The task is: describe an organic reaction: reactants, conditions, products, and yield Starting materials: COC(=O)CS, Oc1ccc(C(O)CCCc2ccc(Cl)cc2)cc1, ClCCl, [I-], [I-], [Zn+2]. Yields the product COC(=O)CSC(CCCc1ccc(Cl)cc1)c1ccc(O)cc1. Reaction SMILES: [C:20]([CH2:21][SH:22])(=[O:23])[O:24][CH3:25].[Cl:1][c:2]1[cH:3][cH:4][c:5]([CH2:8][CH2:9][CH2:10][CH:11]([OH:12])[c:13]2[cH:14][cH:15][c:16]([OH:19])[cH:17][cH:18]2)[cH:6][cH:7]1.[Cl:26][CH2:27][Cl:28].[I-:29].[I-:31].[Zn+2:30]>>[Cl:1][c:2]1[cH:3][cH:4][c:5]([CH2:8][CH2:9][CH2:10][CH:11]([c:13]2[cH:14][cH:15][c:16]([OH:19])[cH:17][cH:18]2)[S:22][CH2:21][C:20](=[O:23])[O:24][CH3:25])[cH:6][cH:7]1. The reactants are COC(=O)C(N)CC(C)C, Cc1ccc2oc(C(=O)O)cc2c1. The product is COC(=O)C(CC(C)C)NC(=O)c1cc2cc(C)ccc2o1. RXN SMILES: [CH3:14][O:15][C:16]([CH:17]([NH2:18])[CH2:19][CH:20]([CH3:21])[CH3:22])=[O:23].[CH3:1][c:2]1[cH:3][cH:4][c:5]2[c:6]([cH:7][c:8]([C:10](=[O:11])[OH:12])[o:9]2)[cH:13]1>>[CH3:1][c:2]1[cH:3][cH:4][c:5]2[c:6]([cH:7][c:8]([C:10](=[O:12])[NH:18][CH:17]([C:16]([O:15][CH3:14])=[O:23])[CH2:19][CH:20]([CH3:21])[CH3:22])[o:9]2)[cH:13]1. RXN SMILES: [Br:8][c:9]1[cH:10][cH:11][c:12]2[c:13]([cH:23]1)[CH:14]=[C:15]([C:19](=[O:20])[O:21][CH3:22])[CH2:16][CH2:17][NH:18]2.[CH2:24]1[O:25][CH2:26][CH2:27][CH2:28]1.[CH3:1][C:2]([OH:3])=[O:4].[CH:5]([OH:6])=[O:7]>>[CH:2](=[O:3])[N:18]1[c:12]2[cH:11][cH:10][c:9]([Br:8])[cH:23][c:13]2[CH:14]=[C:15]([C:19](=[O:20])[O:21][CH3:22])[CH2:16][CH2:17]1. Product: COC(=O)C1=Cc2cc(Br)ccc2N(C=O)CC1. Starting materials: COC(=O)C1=Cc2cc(Br)ccc2NCC1, C1CCOC1, CC(=O)O, O=CO. Reactants: C(CCCCC)[C@H](C(=O)OCC1=CC=CC=C1)[C@H](C[C@@H](CCCCCCCCCCC)OC1OCCCC1)O[Si](C)(C)C(C)(C)C (benzyl (2S,3S,5R)-2-hexyl-3-[(t-butyldimethylsilyl)oxy]-5-[(tetrahydro-2H-pyran-2-yl)oxy]hexadecanoate), O.O.O.[F-].C(CCC)[N+](CCCC)(CCCC)CCCC (tetrabutylammonium fluoride trihydrate). The solvent is C1CCOC1 (THF). Conditions: time 12 hour. Product: C(CCCCC)[C@H](C(=O)OCC1=CC=CC=C1)[C@H](C[C@@H](CCCCCCCCCCC)OC1OCCCC1)O (benzyl (2S,3S,5R)-2-hexyl-3-hydroxy-5-[(tetrahydro-2H-pyran-2-yl)oxy]hexadecanoate). Yield: 60.4%. Reaction SMILES: [CH2:1]([C@@H:7]([C@@H:18]([O:39][Si](C(C)(C)C)(C)C)[CH2:19][C@H:20]([O:32][CH:33]1[CH2:38][CH2:37][CH2:36][CH2:35][O:34]1)[CH2:21][CH2:22][CH2:23][CH2:24][CH2:25][CH2:26][CH2:27][CH2:28][CH2:29][CH2:30][CH3:31])[C:8]([O:10][CH2:11][C:12]1[CH:17]=[CH:16][CH:15]=[CH:14][CH:13]=1)=[O:9])[CH2:2][CH2:3][CH2:4][CH2:5][CH3:6].O.O.O.[F-].C([N+](CCCC)(CCCC)CCCC)CCC>C1COCC1>[CH2:1]([C@@H:7]([C@@H:18]([OH:39])[CH2:19][C@H:20]([O:32][CH:33]1[CH2:38][CH2:37][CH2:36][CH2:35][O:34]1)[CH2:21][CH2:22][CH2:23][CH2:24][CH2:25][CH2:26][CH2:27][CH2:28][CH2:29][CH2:30][CH3:31])[C:8]([O:10][CH2:11][C:12]1[CH:17]=[CH:16][CH:15]=[CH:14][CH:13]=1)=[O:9])[CH2:2][CH2:3][CH2:4][CH2:5][CH3:6] |f:1.2.3.4.5|. Procedure: M)g) 480 mg benzyl (2S,3S,5R)-2-hexyl-3-[(t-butyldimethylsilyl)oxy]-5-[(tetrahydro-2H-pyran-2-yl)oxy]hexadecanoate and 350 mg of tetrabutylammonium fluoride trihydrate were dissolved in 8 ml of THF and stirred for 12 hours. After evaporation the residue was dissolved in 50 ml of ether and washed with water. The ethereal phase was dried and evaporated. The product was chromatographed on silica gel. There was obtained 240 mg of benzyl (2S,3S,5R)-2-hexyl-3-hydroxy-5-[(tetrahydro-2H-pyran-2-yl)oxy]h... Starting materials: NCCC1=C(C=CC=C1)C (1-Amino-2-(2-methylphenyl)ethane), ClC1=C(C(=O)Cl)C=CC=C1 (2-chlorobenzoyl chloride). The product is ClC1=C(C(=O)NCCC2=C(C=CC=C2)C)C=CC=C1 (1-(2-chlorobenzoyl)amino-2-(2-methylphenyl)ethane). RXN SMILES: [NH2:1][CH2:2][CH2:3][C:4]1[CH:9]=[CH:8][CH:7]=[CH:6][C:5]=1[CH3:10].[Cl:11][C:12]1[CH:20]=[CH:19][CH:18]=[CH:17][C:13]=1[C:14](Cl)=[O:15]>>[Cl:11][C:12]1[CH:20]=[CH:19][CH:18]=[CH:17][C:13]=1[C:14]([NH:1][CH2:2][CH2:3][C:4]1[CH:9]=[CH:8][CH:7]=[CH:6][C:5]=1[CH3:10])=[O:15]. Procedure: 1-Amino-2-(2-methylphenyl)ethane and 2-chlorobenzoyl chloride were reacted in the same way as in step (a) of Example 1 to afford 1-(2-chlorobenzoyl)amino-2-(2-methylphenyl)ethane having a melting point of 90.4° to 90.9° C. The product was successively reacted in the same way as in steps (b), (c), (d) and (e) to afford 1-(2-chlorophenyl)isoquinoline-5-acetonitrile having a melting point of 112.8° to 113.3° C. Reactants: C[Si](C)(C)C=[N+]=[N-] ((trimethylsilyl) diazomethane), C[Si](C)(C)C=[N+]=[N-] ((trimethylsilyl)diazomethane), C(=O)(O)C1=CC=C(C=C1)B(O)O (4-carboxyphenylboronic acid), CN(C)C=O (DMF). Solvent: CCOCC (ether). Run at time 2 hour. Yields the product COC(=O)C1=CC=C(C=C1)B(O)O (4-Methoxycarbonyl-phenyl Boronic Acid). RXN SMILES: C[Si](C=[N+]=[N-])(C)C.[C:8]([C:11]1[CH:16]=[CH:15][C:14]([B:17]([OH:19])[OH:18])=[CH:13][CH:12]=1)([OH:10])=[O:9].[CH3:20]N(C=O)C>CCOCC>[CH3:20][O:9][C:8]([C:11]1[CH:12]=[CH:13][C:14]([B:17]([OH:19])[OH:18])=[CH:15][CH:16]=1)=[O:10]. Procedure details: A solution of (trimethylsilyl)diazomethane (3 mL, 2 M in hexanes) (Aldrich) was added to a suspension of 4-carboxyphenylboronic acid (1.0 g, 6 mmol) (Lancaster) in ether (50 mL). After stirring for 2 h at room temperature, DMF (8 mL) was added to obtain a clear solution. An additional portion of (trimethylsilyl) diazomethane (3 mL, 2 M in hexanes) was added. After stirring for an additional 2 h, the reaction was quenched by adding acetic acid and concentrating under reduced pressure. Residue was... Reactants: ClC1=C(C(=O)O)C=C(C(=C1)F)[N+](=O)[O-] (2-chloro-4-fluoro-5-nitro-benzoic acid), TEA, FC(CN)F (2,2-difluoroethylamine). Run in C1CCOC1 (THF), C1CCOC1 (THF). Reaction conditions: temperature 60 celsius, time 30 hour. Yields the product ClC1=C(C(=O)O)C=C(C(=C1)NCC(F)F)[N+](=O)[O-] (2-Chloro-4-(2,2-difluoro-ethylamino)-5-nitro-benzoic acid). As a reaction SMILES: [F:1][CH:2]([F:5])[CH2:3][NH2:4].[Cl:6][C:7]1[CH:15]=[C:14](F)[C:13]([N+:17]([O-:19])=[O:18])=[CH:12][C:8]=1[C:9]([OH:11])=[O:10]>C1COCC1>[Cl:6][C:7]1[CH:15]=[C:14]([NH:4][CH2:3][CH:2]([F:5])[F:1])[C:13]([N+:17]([O-:19])=[O:18])=[CH:12][C:8]=1[C:9]([OH:11])=[O:10]. Procedure details: A mixture of 2,2-difluoroethylamine (1.65 mL, 23 mmol) and THF (50 mL) is added to a mixture of 2-chloro-4-fluoro-5-nitro-benzoic acid (5.00 g, 22 mmol), TEA (6.33 mL, 45 mmol) and 50 mL THF. The mixture is stirred overnight at rt and 30 h at 60° C., concentrated and diluted with water. The resulting precipitate is collected by filtration, washed with water and dried. Yield: 3.3 g (61%); HPLC Rt=1.14 min (method A). MS m/z: 281 [M+H]+. The reactants are NC1=CC=2N=CN=C(C2C=N1)SC (7-amino-4-methylthiopyrido[4,3-d]pyrimidine), Cl.NC1=C(C=CC=C1)C(F)(F)F (2-aminobenzotrifluoride hydrochloride), NC1=C(C=CC=C1)C(F)(F)F (2-aminobenzotrifluoride), NaHCl. Solvent: CO.C(Cl)(Cl)Cl (MeOH CHCl3). Run at temperature 160 celsius, time 10 minute. Yields the product NC1=CC=2N=CN=C(C2C=N1)NC1=C(C=CC=C1)C(F)(F)F (7-amino-4-(2-trifluoromethylanilino)pyrido[4,3-d]pyrimidine). The yield is 40.7%. RXN SMILES: [NH2:1][C:2]1[N:11]=[CH:10][C:9]2[C:8](SC)=[N:7][CH:6]=[N:5][C:4]=2[CH:3]=1.Cl.[NH2:15][C:16]1[CH:21]=[CH:20][CH:19]=[CH:18][C:17]=1[C:22]([F:25])([F:24])[F:23].NC1C=CC=CC=1C(F)(F)F>CO.C(Cl)(Cl)Cl>[NH2:1][C:2]1[N:11]=[CH:10][C:9]2[C:8]([NH:15][C:16]3[CH:21]=[CH:20][CH:19]=[CH:18][C:17]=3[C:22]([F:23])([F:24])[F:25])=[N:7][CH:6]=[N:5][C:4]=2[CH:3]=1 |f:1.2,4.5|. Reported procedure: A mixture of 7-amino-4-methylthiopyrido[4,3-d]pyrimidine (300 mg, 1.56 mmol), 2-aminobenzotrifluoride hydrochloride (1.00 g, 5.06 mmol) and 2-aminobenzotrifluoride (2.00 g, 12.4 mmol) is stirred at 160° C. for 10 min. The resulting product is neutralized with excess NaHCl, dissolved in MeOH/CHCl3, dried onto silica gel and chromatographed over silica gel (6-7% MeOH/CH2Cl2) to give 7-amino-4-(2-trifluoromethylanilino)pyrido[4,3-d]pyrimidine (194 mg, 41%) as a cream solid, mp (MeOH/CHCl3 /light pe...